From a dataset of the Open Reaction Database (ORD), a public repository of structured organic reaction records. describe an organic reaction: reactants, conditions, products, and yield Starting materials: [OH-].[Na+] (sodium hydroxide), C(N)(=N)C1=CC=C(C=C1)CCC(=O)N1CCCC2=CC(=CC=C12)N(S(=O)(=O)C1=CC=CC=C1)CC(=O)OCC (1-[3-(4-amidino-phenyl)propionyl]-6-(N-ethoxycarbonylmethyl-phenylsulphonamido)-1,2,3,4-tetrahydro-quinoline), Cl (hydrochloric acid). Solvent: C(C)O (ethanol). Yields the product C(N)(=N)C1=CC=C(C=C1)CCC(=O)N1CCCC2=CC(=CC=C12)N(S(=O)(=O)C1=CC=CC=C1)CC(=O)O (1-[3-(4-amidino-phenyl)propionyl]-6-(N-carboxymethyl-phenyl-sulphonamido)-1,2,3,4-tetrahydro-quinoline). As a reaction SMILES: [C:1]([C:4]1[CH:9]=[CH:8][C:7]([CH2:10][CH2:11][C:12]([N:14]2[C:23]3[C:18](=[CH:19][C:20]([N:24]([CH2:34][C:35]([O:37]CC)=[O:36])[S:25]([C:28]4[CH:33]=[CH:32][CH:31]=[CH:30][CH:29]=4)(=[O:27])=[O:26])=[CH:21][CH:22]=3)[CH2:17][CH2:16][CH2:15]2)=[O:13])=[CH:6][CH:5]=1)(=[NH:3])[NH2:2].[OH-].[Na+].Cl>C(O)C>[C:1]([C:4]1[CH:9]=[CH:8][C:7]([CH2:10][CH2:11][C:12]([N:14]2[C:23]3[C:18](=[CH:19][C:20]([N:24]([CH2:34][C:35]([OH:37])=[O:36])[S:25]([C:28]4[CH:33]=[CH:32][CH:31]=[CH:30][CH:29]=4)(=[O:26])=[O:27])=[CH:21][CH:22]=3)[CH2:17][CH2:16][CH2:15]2)=[O:13])=[CH:6][CH:5]=1)(=[NH:2])[NH2:3] |f:1.2|. Reported procedure: 370 mg of 1-[3-(4-amidino-phenyl)propionyl]-6-(N-ethoxycarbonylmethyl-phenylsulphonamido)-1,2,3,4-tetrahydro-quinoline are dissolved in 5 ml of ethanol and stirred overnight with 1.6 ml of 1N sodium hydroxide solution. Then the mixture is neutralised with hydrochloric acid, concentrated by evaporation and the residue is chromatographed with methanol over a silica gel column. The reactants are C1(CCCCC1)N=C=NC1CCCCC1 (dicyclohexylcarbodiimide), C(Cl)Cl (methylene chloride), ClC1=C(C=CC(=C1)C(F)(F)F)N[C@@H](C(=O)O)C(C)C ((R)-2-(2-chloro-4-trifluoromethylphenylamino)-3-methylbutanoic acid), C(#N)[C@H](C1=CC(=CC=C1)OC1=CC=CC=C1)O ((S)-α-cyano-3-phenoxybenzyl alcohol). The reagents and catalysts are CN(C1=CC=NC=C1)C (4-dimethylaminopyridine). The solvent is C(Cl)(Cl)Cl (CHCl3). Run at time 1 hour. Yields the product final product, ClC1=C(C=CC(=C1)C(F)(F)F)N[C@@H](C(=O)O[C@@H](C1=CC(=CC=C1)OC1=CC=CC=C1)C#N)C(C)C ((S)-α-cyano-3-phenoxybenzyl (R)-2-(2-chloro-4-trifluoromethylphenylamino)-3-methylbutanoate). As a reaction SMILES: C(Cl)Cl.[Cl:4][C:5]1[CH:10]=[C:9]([C:11]([F:14])([F:13])[F:12])[CH:8]=[CH:7][C:6]=1[NH:15][C@H:16]([CH:20]([CH3:22])[CH3:21])[C:17]([OH:19])=[O:18].[C:23]([C@@H:25](O)[C:26]1[CH:31]=[CH:30][CH:29]=[C:28]([O:32][C:33]2[CH:38]=[CH:37][CH:36]=[CH:35][CH:34]=2)[CH:27]=1)#[N:24].C1(N=C=NC2CCCCC2)CCCCC1>CN(C)C1C=CN=CC=1.C(Cl)(Cl)Cl>[Cl:4][C:5]1[CH:10]=[C:9]([C:11]([F:14])([F:13])[F:12])[CH:8]=[CH:7][C:6]=1[NH:15][C@H:16]([CH:20]([CH3:22])[CH3:21])[C:17]([O:19][C@H:25]([C:23]#[N:24])[C:26]1[CH:31]=[CH:30][CH:29]=[C:28]([O:32][C:33]2[CH:34]=[CH:35][CH:36]=[CH:37][CH:38]=2)[CH:27]=1)=[O:18]. Procedure: Into 4.5 ml of methylene chloride containing 22.5 mg of 4-dimethylaminopyridine are added 439 mg (1.48 mmol) of (R)-2-(2-chloro-4-trifluoromethylphenylamino)-3-methylbutanoic acid and 329 mg (1.46 mmol) of (S)-α-cyano-3-phenoxybenzyl alcohol. The solution is cooled in an ice bath and 380 mg (1.82 mmol) of dicyclohexylcarbodiimide is added. The mixture is stirred at 0° for 1 hour and is then worked up by partition between ether/hexane. The aqueous phase is extracted with ether, and the ether extr... Starting materials: CCc1c(Br)nc(-c2ccccc2)nc1Br, O, O=S(=O)(O)O. Yields the product CCc1c(Br)nc(-c2ccccc2)[nH]c1=O. RXN SMILES: [Br:1][c:2]1[n:3][c:4](-[c:11]2[cH:12][cH:13][cH:14][cH:15][cH:16]2)[n:5][c:6]([Br:10])[c:7]1[CH2:8][CH3:9].[OH2:22].[S:17]([OH:18])(=[O:19])(=[O:20])[OH:21]>>[Br:1][c:2]1[n:3][c:4](-[c:11]2[cH:12][cH:13][cH:14][cH:15][cH:16]2)[nH:5][c:6](=[O:18])[c:7]1[CH2:8][CH3:9]. Starting materials: O=C([O-])[O-], CCOC(=O)c1ccc2c(c1)CC(C)(C)C(c1cccc(Br)c1)N2, CC1CNCC(C)O1, CN(C)CC(=O)O, CS(C)=O, Cl, [Cu]I, [K+], [K+]. Product: CCOC(=O)c1ccc2c(c1)CC(C)(C)C(c1cccc(N3CC(C)OC(C)C3)c1)N2. As a reaction SMILES: [C:41](=[O:42])([O-:43])[O-:44].[CH2:1]([CH3:2])[O:3][C:4](=[O:5])[c:6]1[cH:7][c:8]2[c:13]([cH:14][cH:15]1)[NH:12][CH:11]([c:16]1[cH:17][c:18]([Br:22])[cH:19][cH:20][cH:21]1)[C:10]([CH3:23])([CH3:24])[CH2:9]2.[CH3:25][CH:26]1[O:27][CH:28]([CH3:32])[CH2:29][NH:30][CH2:31]1.[CH3:34][N:35]([CH3:36])[CH2:37][C:38]([OH:39])=[O:40].[CH3:47][S:48](=[O:49])[CH3:50].[ClH:33].[Cu:51][I:52].[K+:45].[K+:46]>>[CH2:1]([CH3:2])[O:3][C:4](=[O:5])[c:6]1[cH:7][c:8]2[c:13]([cH:14][cH:15]1)[NH:12][CH:11]([c:16]1[cH:17][c:18]([N:30]3[CH2:29][CH:28]([CH3:32])[O:27][CH:26]([CH3:25])[CH2:31]3)[cH:19][cH:20][cH:21]1)[C:10]([CH3:23])([CH3:24])[CH2:9]2. Starting materials: crude product, (3aR*,10aS*)-9-benzyl-4-1,2,3,3a,4,9,10,10a-octahydrobenzo[b]cyclopenta-[e][1,4]diazepin, C(C1=CC=CC=C1)N1C2=C(N[C@H]3[C@@H](C1=O)CCC3)C=CC=C2 ((3aR*,10aS*)-9-benzyl-2,3,3a,4,9,10a-hexahydrobenzo[b]cyclopenta [e][1,4]diazepin-10(1H)-one), C1(C=2C(C(N1CC(=O)Cl)=O)=CC=CC2)=O (phthalimidoacetyl chloride), C(O)([O-])=O.[Na+] (sodium hydrogencarbonate). The solvent is ClCCCl (1,2-dichloroethane). Reaction conditions: time 15 minute. Product: C(C1=CC=CC=C1)N1C2=C(N([C@H]3[C@H](C1)CCC3)C(CN3C(C=1C(C3=O)=CC=CC1)=O)=O)C=CC=C2 ((3aR*,10aS*)-9-Benzyl-4-(phthalimidoacetyl)-1,2,3,3a,4,9,10,10a-octahydrobenzo[b]cyclopenta [e][1,4]diazepin). Yield: 36.9%. Reaction SMILES: [CH2:1]([N:8]1[C:14](=O)[C@H:13]2[CH2:16][CH2:17][CH2:18][C@H:12]2[NH:11][C:10]2[CH:19]=[CH:20][CH:21]=[CH:22][C:9]1=2)[C:2]1[CH:7]=[CH:6][CH:5]=[CH:4][CH:3]=1.[C:23]1(=[O:37])[N:27]([CH2:28][C:29](Cl)=[O:30])[C:26](=[O:32])[C:25]2=[CH:33][CH:34]=[CH:35][CH:36]=[C:24]12.C(=O)([O-])O.[Na+]>ClCCCl>[CH2:1]([N:8]1[CH2:14][C@@H:13]2[CH2:16][CH2:17][CH2:18][C@H:12]2[N:11]([C:29](=[O:30])[CH2:28][N:27]2[C:26](=[O:32])[C:25]3=[CH:33][CH:34]=[CH:35][CH:36]=[C:24]3[C:23]2=[O:37])[C:10]2[CH:19]=[CH:20][CH:21]=[CH:22][C:9]1=2)[C:2]1[CH:3]=[CH:4][CH:5]=[CH:6][CH:7]=1 |f:2.3|. Procedure: A crude product of (3aR*,10aS*)-9-benzyl-4-1,2,3,3a,4,9,10,10a-octahydrobenzo[b]cyclopenta-[e][1,4]diazepin synthesized from (3aR*,10aS*)-9-benzyl-2,3,3a,4,9,10a-hexahydrobenzo[b]cyclopenta [e][1,4]diazepin-10(1H)-one (2.92 g, 10 mmol) in substantially the same manner as in Working Example 42 was dissolved in 1,2-dichloroethane, to which was added phthalimidoacetyl chloride (2.24 g, 10 mmol). The mixture was stirred for 15 minutes at room temperature, which was refluxed for 15 minutes. To the re... The reactants are [OH-].[Na+] (sodium hydroxide), NC=1C=CC2=C(N(C=N2)C(CC(=O)OCC)C2=CC=CC=C2)C1 (ethyl 3-(6-amino-1H-benzimidazol-1-yl)-3-phenylpropanoate), N1C=C(C2=CC=CC=C12)CCC(=O)O (3-indolepropionic acid), N1C=C(C2=CC=CC=C12)CCC(=O)NC=1C=CC2=C(N(C=N2)C(CC(=O)OCC)C2=CC=CC=C2)C1 (ethyl 3-(6-{[3-(1H-indol-3-yl)propanoyl]amino}-1H-benzimidazol-1-yl)-3-phenylpropanoate). Yields the product N1C=C(C2=CC=CC=C12)CCC(=O)NC=1C=CC2=C(N(C=N2)C(CC(=O)O)C2=CC=CC=C2)C1 (3-(6-{[3-(1H-Indol-3-yl)propanoyl]amino}-1H-benzimidazol-1-yl)-3-phenylpropanoic acid). Reaction SMILES: NC1C=CC2N=CN(C(C3C=CC=CC=3)CC(OCC)=O)C=2C=1.N1C2C(=CC=CC=2)C(CCC(O)=O)=C1.[NH:38]1[C:46]2[C:41](=[CH:42][CH:43]=[CH:44][CH:45]=2)[C:40]([CH2:47][CH2:48][C:49]([NH:51][C:52]2[CH:53]=[CH:54][C:55]3[N:59]=[CH:58][N:57]([CH:60]([C:67]4[CH:72]=[CH:71][CH:70]=[CH:69][CH:68]=4)[CH2:61][C:62]([O:64]CC)=[O:63])[C:56]=3[CH:73]=2)=[O:50])=[CH:39]1.[OH-].[Na+]>>[NH:38]1[C:46]2[C:41](=[CH:42][CH:43]=[CH:44][CH:45]=2)[C:40]([CH2:47][CH2:48][C:49]([NH:51][C:52]2[CH:53]=[CH:54][C:55]3[N:59]=[CH:58][N:57]([CH:60]([C:67]4[CH:68]=[CH:69][CH:70]=[CH:71][CH:72]=4)[CH2:61][C:62]([OH:64])=[O:63])[C:56]=3[CH:73]=2)=[O:50])=[CH:39]1 |f:3.4|. Reported procedure: Using a similar procedure to that described in Preparation 21, the title compound (25 mg) was prepared from ethyl 3-(6-amino-1H-benzimidazol-1-yl)-3-phenylpropanoate and 3-indolepropionic acid. Hydrolysis of the intermediate ethyl 3-(6-{[3-(1H-indol-3-yl)propanoyl]amino}-1H-benzimidazol-1-yl)-3-phenylpropanoate in this case was carried out using an aqueous solution of sodium hydroxide (2N), followed by RP-HPLC purification of the concentrated residue. [LCMS (Method A, Mobile Phase I) RT=4.29 min...